Dataset: the Open Reaction Database (ORD), a public repository of structured organic reaction records. Task: describe an organic reaction: reactants, conditions, products, and yield Reactants: COc1ccc(Nc2nc(-c3ccccc3)nc3ccccc23)cc1, CI. Yields the product COc1ccc(N(C)c2nc(-c3ccccc3)nc3ccccc23)cc1. RXN SMILES: [CH3:1][O:2][c:3]1[cH:4][cH:5][c:6]([NH:9][c:10]2[n:11][c:12](-[c:20]3[cH:21][cH:22][cH:23][cH:24][cH:25]3)[n:13][c:14]3[cH:15][cH:16][cH:17][cH:18][c:19]23)[cH:7][cH:8]1.[CH3:26][I:27]>>[CH3:1][O:2][c:3]1[cH:4][cH:5][c:6]([N:9]([c:10]2[n:11][c:12](-[c:20]3[cH:21][cH:22][cH:23][cH:24][cH:25]3)[n:13][c:14]3[cH:15][cH:16][cH:17][cH:18][c:19]23)[CH3:26])[cH:7][cH:8]1. Procedure: The title compound is prepared from a mixture of 3-[3-(3-bromo-propoxy)-phenyl]-thieno[2,3-d]isoxazole, 3-[3-(3-chloro-propoxy)-phenyl]-thieno[2,3-d]isoxazole, 1-(4-fluorophenyl) piperazine and potassium carbonate essentially as described above in example 4 except that the column is eluted with a mixture of dichloromethane:methanol (99:1). Combine the appropriate fractions and concentrate to give the title compound (0.44 g, 100% Yield) as a solid. Purity by LC/MS (APCI)=100% area, [M+H]+=438 m/e... The yield is 100.0%. The reactants are BrCCCOC=1C=C(C=CC1)C1=NOC2=C1SC=C2 (3-[3-(3-bromo-propoxy)-phenyl]-thieno[2,3-d]isoxazole), ClCCCOC=1C=C(C=CC1)C1=NOC2=C1SC=C2 (3-[3-(3-chloro-propoxy)-phenyl]-thieno[2,3-d]isoxazole), FC1=CC=C(C=C1)N1CCNCC1 (1-(4-fluorophenyl) piperazine), C([O-])([O-])=O.[K+].[K+] (potassium carbonate). The product is FC1=CC=C(C=C1)N1CCN(CC1)CCCOC=1C=C(C=CC1)C1=NOC2=C1SC=C2 (3-(3-{3-[4-(4-fluoro-phenyl)-piperazin-1-yl]-propoxy}-phenyl)-thieno[2,3-d]isoxazole). As a reaction SMILES: Br[CH2:2][CH2:3][CH2:4][O:5][C:6]1[CH:7]=[C:8]([C:12]2[C:16]3[S:17][CH:18]=[CH:19][C:15]=3[O:14][N:13]=2)[CH:9]=[CH:10][CH:11]=1.ClCCCOC1C=C(C2C3SC=CC=3ON=2)C=CC=1.[F:39][C:40]1[CH:45]=[CH:44][C:43]([N:46]2[CH2:51][CH2:50][NH:49][CH2:48][CH2:47]2)=[CH:42][CH:41]=1.C(=O)([O-])[O-].[K+].[K+]>>[F:39][C:40]1[CH:41]=[CH:42][C:43]([N:46]2[CH2:51][CH2:50][N:49]([CH2:2][CH2:3][CH2:4][O:5][C:6]3[CH:7]=[C:8]([C:12]4[C:16]5[S:17][CH:18]=[CH:19][C:15]=5[O:14][N:13]=4)[CH:9]=[CH:10][CH:11]=3)[CH2:48][CH2:47]2)=[CH:44][CH:45]=1 |f:3.4.5|. Starting materials: BrC=1C=C2CNC(N(C2=CC1)C1=C(C=CC=C1)Cl)=O (6-bromo-1-(2-chlorophenyl)-3,4-dihydroquinazolin-2(1H)-one), C1(CC1)NC(C1=CC(=C(C=C1)C)B1OC(C(O1)(C)C)(C)C)=O (N-cyclopropyl-4-methyl-3-(4,4,5,5-tetramethyl-1,3,2-dioxaborolan-2-yl)benzamide), C(=O)([O-])[O-].[Na+].[Na+] (Na2CO3). The reagents and catalysts are C=1C=CC(=CC1)[P](C=2C=CC=CC2)(C=3C=CC=CC3)[Pd]([P](C=4C=CC=CC4)(C=5C=CC=CC5)C=6C=CC=CC6)([P](C=7C=CC=CC7)(C=8C=CC=CC8)C=9C=CC=CC9)[P](C=1C=CC=CC1)(C=1C=CC=CC1)C=1C=CC=CC1 (Pd(PPh3)4). Solvent: COCCOC (1,2-dimethoxyethane). The product is ClC1=C(C=CC=C1)N1C(NCC2=CC(=CC=C12)C=1C=C(C(=O)NC2CC2)C=CC1C)=O (3-(1-(2-chlorophenyl)-2-oxo-1,2,3,4-tetrahydroquinazolin-6-yl)-N-cyclopropyl-4-methylbenzamide). RXN SMILES: Br[C:2]1[CH:3]=[C:4]2[C:9](=[CH:10][CH:11]=1)[N:8]([C:12]1[CH:17]=[CH:16][CH:15]=[CH:14][C:13]=1[Cl:18])[C:7](=[O:19])[NH:6][CH2:5]2.[CH:20]1([NH:23][C:24](=[O:41])[C:25]2[CH:30]=[CH:29][C:28]([CH3:31])=[C:27](B3OC(C)(C)C(C)(C)O3)[CH:26]=2)[CH2:22][CH2:21]1.C([O-])([O-])=O.[Na+].[Na+]>C1C=CC([P]([Pd]([P](C2C=CC=CC=2)(C2C=CC=CC=2)C2C=CC=CC=2)([P](C2C=CC=CC=2)(C2C=CC=CC=2)C2C=CC=CC=2)[P](C2C=CC=CC=2)(C2C=CC=CC=2)C2C=CC=CC=2)(C2C=CC=CC=2)C2C=CC=CC=2)=CC=1.COCCOC>[Cl:18][C:13]1[CH:14]=[CH:15][CH:16]=[CH:17][C:12]=1[N:8]1[C:9]2[C:4](=[CH:3][C:2]([C:27]3[CH:26]=[C:25]([CH:30]=[CH:29][C:28]=3[CH3:31])[C:24]([NH:23][CH:20]3[CH2:21][CH2:22]3)=[O:41])=[CH:11][CH:10]=2)[CH2:5][NH:6][C:7]1=[O:19] |f:2.3.4,^1:51,53,72,91|. Procedure: To a stirred mixture of 6-bromo-1-(2-chlorophenyl)-3,4-dihydroquinazolin-2(1H)-one (0.1993 g, 0.5903 mmol), N-cyclopropyl-4-methyl-3-(4,4,5,5-tetramethyl-1,3,2-dioxaborolan-2-yl)benzamide (0.2134 g, 0.7084 mmol) and Pd(PPh3)4 (0.03411 g, 0.02952 mmol) was added 1,2-dimethoxyethane (5.000 ml) followed by 2N Na2CO3(aq) (0.7379 ml, 1.476 mmol) under nitrogen. The mixture was heated to reflux for 24. After cooling, the mixture was filtered through a short path of Celite and the filter cake was washe... The reactants are [BH4-].[Na+] (sodium borohydride), ClC1=CC=C(C=C1)CC(C(C(=CCCC)N1N=CN=C1)=O)(C)C (1-(4-chlorophenyl)-2,2-dimethyl-4-(1,2,4-triazol-1-yl)-4-octen-3-one), Cl (hydrochloric acid). Run in CO (methanol). Run at temperature 0 celsius, time 1.5 hour. Product: ClC1=CC=C(C=C1)CC(C(C(=CCCC)N1N=CN=C1)O)(C)C (1-(4-chlorophenyl)-2,2-dimethyl-4-(1,2,4-triazol-1-yl)-4-octen-3-ol). The yield is 92.7%. Reaction SMILES: [Cl:1][C:2]1[CH:7]=[CH:6][C:5]([CH2:8][C:9]([CH3:23])([CH3:22])[C:10](=[O:21])[C:11]([N:16]2[CH:20]=[N:19][CH:18]=[N:17]2)=[CH:12][CH2:13][CH2:14][CH3:15])=[CH:4][CH:3]=1.[BH4-].[Na+].Cl>CO>[Cl:1][C:2]1[CH:7]=[CH:6][C:5]([CH2:8][C:9]([CH3:22])([CH3:23])[CH:10]([OH:21])[C:11]([N:16]2[CH:20]=[N:19][CH:18]=[N:17]2)=[CH:12][CH2:13][CH2:14][CH3:15])=[CH:4][CH:3]=1 |f:1.2|. Procedure details: 7 g (0.021 mol) of 1-(4-chlorophenyl)-2,2-dimethyl-4-(1,2,4-triazol-1-yl)-4-octen-3-one (Example 1) are dissolved in 100 ml of methanol, and a solution of 0.21 g (0.006 mol) of sodium borohydride in 5 ml of icewater is added dropwise at -10° C. The reaction mixture is subsequently stirred at 0° C. for 1.5 hours and is then adjusted to a pH value of 6 to 7 with dilute hydrochloric acid. The reaction mixture is concentrated by distilling off the solvent in vacuo. The residue is taken up in chlorof... Reported procedure: 6-Deoxyascorbate proline is synthesized by the exact procedure described above for 6-deoxyascorbate lysine. 6-Deoxybromo ascorbate (8 mmoles) is reacted with proline (10 mmoles) in dry pyridine to give 6-deoxyascorbate proline. The product is crystallized form ethanol, dried in vacuum. The solvent is N1=CC=CC=C1 (pyridine). RXN SMILES: [NH2:1][C@H:2]([C:8]([OH:10])=[O:9])[CH2:3][CH2:4][CH2:5]CN.[O:11]=[C:12]1[O:18][C@H:17]([C@H:19]([CH3:21])[OH:20])[C:15]([O-:16])=[C:13]1[OH:14].Br[C@]1([C@H](C)O)OC(=O)C(O)=C1[O-].N1CCC[C@H]1C(O)=O>N1C=CC=CC=1>[NH:1]1[CH2:5][CH2:4][CH2:3][C@H:2]1[C:8]([OH:10])=[O:9].[O:11]=[C:12]1[O:18][C@H:17]([C@H:19]([CH3:21])[OH:20])[C:15]([O-:16])=[C:13]1[OH:14] |f:0.1,5.6|. Yields the product N1[C@H](C(=O)O)CCC1.O=C1C(O)=C([O-])[C@H](O1)[C@@H](O)C (6-deoxyascorbate proline). Starting materials: Br[C@]1(C(=C(C(=O)O1)O)[O-])[C@@H](O)C (6-Deoxybromo ascorbate), N1[C@H](C(=O)O)CCC1 (proline), N[C@@H](CCCCN)C(=O)O.O=C1C(O)=C([O-])[C@H](O1)[C@@H](O)C (6-deoxyascorbate lysine). The reactants are CN (Methylamine), O1C(COC2=CC=C3C(=CC(OC3=C2)(C)C)C2=CC=CC3=CC=CC=C23)C1 (7-(2,3-epoxypropoxy)-2,2-dimethyl-4-(1-naphthyl)-2H chromene). Run in C(C)O (ethanol). Conditions: time 48 hour. Yields the product C1(=CC=CC2=CC=CC=C12)C1=CC(OC2=CC(=CC=C12)OCC(CNC)O)(C)C (4-(1-Naphthyl)-2,2-dimethyl-7-(3-methylamino-2-hydroxypropoxy)-2H chromene). Yield: 63.0%. Reaction SMILES: [CH3:1][NH2:2].[O:3]1[CH2:29][CH:4]1[CH2:5][O:6][C:7]1[CH:16]=[C:15]2[C:10]([C:11]([C:19]3[C:28]4[C:23](=[CH:24][CH:25]=[CH:26][CH:27]=4)[CH:22]=[CH:21][CH:20]=3)=[CH:12][C:13]([CH3:18])([CH3:17])[O:14]2)=[CH:9][CH:8]=1>C(O)C>[C:19]1([C:11]2[C:10]3[C:15](=[CH:16][C:7]([O:6][CH2:5][CH:4]([OH:3])[CH2:29][NH:2][CH3:1])=[CH:8][CH:9]=3)[O:14][C:13]([CH3:18])([CH3:17])[CH:12]=2)[C:28]2[C:23](=[CH:24][CH:25]=[CH:26][CH:27]=2)[CH:22]=[CH:21][CH:20]=1. Procedure: Methylamine (9.5 ml) was added to 7-(2,3-epoxypropoxy)-2,2-dimethyl-4-(1-naphthyl)-2H chromene (4.5 g., 0.013 moles) in ethanol (9.5 ml) and the solution left to stand at room temperature for 48 hours. Removal of solvent gave the title compound as an orange oil (3.2 g., 63%). N.M.R. (τCDCl3) 8.54(s, 3H, CH3 --), 8.48(s, 3H, CH3 --), 7.06(s, 3H, N--CH3), 6.72(d, 2H, --CHCH2 --), 6.05(d, 2H, --CH2CH--), 4.31(s. 1H, vinylic CH), 3.40-3.80 (m, 3H, aromatic H's), 2.10-2.75 (m, 7H, aromatic H's). Starting materials: BrC1=C2CC(C(C2=CC=C1)OC)C (4-bromo-2-methyl-methoxyindane), [Li]CCCC (nBuLi), O (water), 13C{1H}, C1CO1 (ethylene oxide). Run in C1CCOC1 (THF), hexanes. Reaction conditions: temperature -110 celsius, time 30 minute. Product: COC1C(CC2=C(C=CC=C12)CCO)C (2-(1-Methoxy-2-methyl-2,3-dihydro-1H-inden-4-yl)ethanol). RXN SMILES: Br[C:2]1[CH:10]=[CH:9][CH:8]=[C:7]2[C:3]=1[CH2:4][CH:5]([CH3:13])[CH:6]2[O:11][CH3:12].[Li]CCCC.[CH2:19]1[O:21][CH2:20]1.O>C1COCC1>[CH3:12][O:11][CH:6]1[C:7]2[C:3](=[C:2]([CH2:19][CH2:20][OH:21])[CH:10]=[CH:9][CH:8]=2)[CH2:4][CH:5]1[CH3:13]. Procedure: To a solution of 22.2 g (92.0 mmol) of 4-bromo-2-methyl-methoxyindane in 200 ml of THF 36.9 ml of 2.5 M (92.1 mmol) nBuLi in hexanes was added for 20 minutes at −80° C. This mixture was stirred for 30 minutes at this temperature, cooled to −110° C., and 4.86 g (110 mmol) of ethylene oxide was added by one portion at vigorous stirring. The resulting mixture was stirred for 12 hours at room temperature, and then 10 ml of water was added. The organic layer was separated and evaporated to dryness. T... The reactants are S(=S)(=O)([O-])[O-].[Na+].[Na+] (sodium thiosulfate), O=C(CCC(=O)OCC)C (ethyl 4-oxopentanoate), BrBr (bromine). Run in CCOCC (Et2O), CCOCC (Et2O). Run at time 3 hour. The product is BrC(CC(=O)OCC)C(C)=O (ethyl 3-bromo-4-oxopentanoate). The yield is 42.1%. As a reaction SMILES: [O:1]=[C:2]([CH3:10])[CH2:3][CH2:4][C:5]([O:7][CH2:8][CH3:9])=[O:6].[Br:11]Br.S([O-])([O-])(=O)=S.[Na+].[Na+]>CCOCC>[Br:11][CH:3]([C:2](=[O:1])[CH3:10])[CH2:4][C:5]([O:7][CH2:8][CH3:9])=[O:6] |f:2.3.4|. Reported procedure: To a solution of ethyl 4-oxopentanoate (4.92 mL, 34.7 mmol) in Et2O (180 mL) at about 0° C. was added bromine (1.8 mL, 34.7 mmol) in Et2O (10 mL) and the reaction was stirred for about 3 h. To the reaction mixture was added saturated aqueous sodium thiosulfate (50 mL) and stirred for about 10 min. The reaction was warmed to ambient temperature. The organic layer was separated and the aqueous layer was back extracted with Et2O (30 mL). The combined organic layers were washed with water (20 mL), d... The reactants are C1(=CC=CC2=CC=CC=C12)O (1-naphthol), C[O-].[Na+] (sodium methoxide), [I-].[K+] (potassium iodide), BrC(C(=O)OC)C1=CC=C(C=C1)OC1=CC=C(C=C1)Cl (methyl α-bromo-α-[p-(p-chlorophenoxy)phenyl)acetate). Run in O (water), petroleum ether, CO (methanol), C1=CC=CC=C1 (benzene). The product is C1(=CC=CC2=CC=CC=C12)OC(C(=O)OC)C1=CC=C(C=C1)OC1=CC=C(C=C1)Cl (Methyl α-(1-naphthoxy)-α-[p-(p-chlorophenoxy)phenyl]acetate). Reaction SMILES: [C:1]1([OH:11])[C:10]2[C:5](=[CH:6][CH:7]=[CH:8][CH:9]=2)[CH:4]=[CH:3][CH:2]=1.C[O-].[Na+].[I-].[K+].Br[CH:18]([C:23]1[CH:28]=[CH:27][C:26]([O:29][C:30]2[CH:35]=[CH:34][C:33]([Cl:36])=[CH:32][CH:31]=2)=[CH:25][CH:24]=1)[C:19]([O:21][CH3:22])=[O:20]>CO.C1C=CC=CC=1.O>[C:1]1([O:11][CH:18]([C:23]2[CH:28]=[CH:27][C:26]([O:29][C:30]3[CH:31]=[CH:32][C:33]([Cl:36])=[CH:34][CH:35]=3)=[CH:25][CH:24]=2)[C:19]([O:21][CH3:22])=[O:20])[C:10]2[C:5](=[CH:6][CH:7]=[CH:8][CH:9]=2)[CH:4]=[CH:3][CH:2]=1 |f:1.2,3.4|. Reported procedure: To a solution of 3.60 g of 1-naphthol, 1.188 g of sodium methoxide and 50 mg of potassium iodide in 40 ml of methanol is added 7.11 g of methyl α-bromo-α-[p-(p-chlorophenoxy)phenyl)acetate in 10 ml of benzene. The solution is refluxed overnight and then poured into 100 ml of water. The mixture is extracted with 2 × 75 ml of ether. The combined extracts are washed with 2 × 50 ml of 5% NaOH, 50 ml of water, saturated brine and dried (MgSO4). Evaporation of the solvent yields a red oil. Chromatogra...